This data is from the Open Reaction Database (ORD), a public repository of structured organic reaction records. The task is: describe an organic reaction: reactants, conditions, products, and yield The reactants are COC1=C2COC(=O)C2=C(C=C1)OC (4,7-dimethoxyphthalide), CO (methanol), C(Cl)Cl (methylene chloride), [H-].C(C(C)C)[Al+]CC(C)C (diisobutylaluminum hydride). The solvent is C1(=CC=CC=C1)C (toluene), C(Cl)(Cl)Cl (chloroform). The product is COC1=C2COC(C2=C(C=C1)OC)O (4,7-dimethoxy-1,3-dihydro-1-isobenzofuranol). As a reaction SMILES: [CH3:1][O:2][C:3]1[CH:12]=[CH:11][C:10]([O:13][CH3:14])=[C:9]2[C:4]=1[CH2:5][O:6][C:7]2=[O:8].C(Cl)Cl.[H-].C([Al+]CC(C)C)C(C)C.CO>C1(C)C=CC=CC=1.C(Cl)(Cl)Cl>[CH3:1][O:2][C:3]1[CH:12]=[CH:11][C:10]([O:13][CH3:14])=[C:9]2[C:4]=1[CH2:5][O:6][CH:7]2[OH:8] |f:2.3|. Reported procedure: To a solution of 6.19 g. of 4,7-dimethoxyphthalide in 500 ml. of methylene chloride which is cooled to -60° C. is added 48 ml. of diisobutylaluminum hydride in toluene and the mixture is stirred for one hour, 5 ml. of methanol is added and the solution is allowed to come to ambient temperature. The mixture is then treated with 600 ml. of chloroform and 300 ml. of sodium chloride solution and filtered. The organic layer is dried and the solvent removed to yield a white solid. This is washed with ... Starting materials: O1C(CCCC1)OCCCC#CCCCCC (1-(tetrahydropyran-2-yloxy)-4 decyne), [Ni] (Ni). Solvent: C(C)O (ethanol). The product is C(C)(=O)[O-].[Ni+2].C(C)(=O)[O-] (nickel acetate). RXN SMILES: [O:1]1CCC[CH2:3][CH:2]1[O:7]CCCC#CCCCCC.[Ni:18]>C(O)C>[C:2]([O-:7])(=[O:1])[CH3:3].[Ni+2:18].[C:2]([O-:7])(=[O:1])[CH3:3] |f:3.4.5|. Reported procedure: 1-(Tetrahydropyran-2-yloxy)-4-decyne (15) (0.5 g, 2.1 mmol), prepared according to Example 13, was hydrogenated in ethanol (20 ml) over P2-Ni, formed from nickel acetate (75 mg) deactivated with ethylenediamine (0.2 ml) for 4 hr. After chromatography on silica gel, the product (16) (0.43 g) was obtained in 85% yield. GC (Rt): starting material 15, 22.18 min, 0.4%; desired product 16 21.59 min, 97.9%; the 4E isomer of 16, 21.75 min, 1.7%. 1H NMR (200 MHz ) δ: 5.37 (m, 2H, CH=CH-4, 5), 4.58 (m, 1H... Starting materials: P(=O)(Cl)(Cl)Cl (Phosphorus oxychloride), CN(C1=CC=CC=C1)CCCCCC(=O)OCCCC (butyl 6-(N-methyl-N-phenylamino)hexanoate), ice, C(C)(=O)[O-].[Na+] (sodium acetate). The solvent is CN(C=O)C (N,N-dimethylformamide). Conditions: temperature 90 celsius, time 2 hour. The product is CN(C1=CC=C(C=C1)C=O)CCCCCC(=O)OCCCC (Butyl 6-[N-methyl-N-(4-formylphenyl)amino]hexanoate). Isolated yield 76.8%. Reaction SMILES: P(Cl)(Cl)(Cl)=O.[CH3:6][N:7]([CH2:14][CH2:15][CH2:16][CH2:17][CH2:18][C:19]([O:21][CH2:22][CH2:23][CH2:24][CH3:25])=[O:20])[C:8]1[CH:13]=[CH:12][CH:11]=[CH:10][CH:9]=1.[C:26]([O-])(=[O:28])C.[Na+]>CN(C)C=O>[CH3:6][N:7]([CH2:14][CH2:15][CH2:16][CH2:17][CH2:18][C:19]([O:21][CH2:22][CH2:23][CH2:24][CH3:25])=[O:20])[C:8]1[CH:13]=[CH:12][C:11]([CH:26]=[O:28])=[CH:10][CH:9]=1 |f:2.3|. Procedure details: Phosphorus oxychloride (18.4 g, 0.12 mol) was added dropwise with stirring, at 5° C., under nitrogen, to N,N-dimethylformamide (DMF, 50 mL). The resulting orange solution was stirred for 2 hours, then 27.6 g (0.81 mol) of butyl 6-(N-methyl-N-phenylamino)hexanoate was dropwise. The reaction mixture was stirred at 5° C. for 1 hour and then was heated in a water bath to 90° C., for 4 hours. After cooling the hot solution was poured over 200 g of crushed ice and naturalized to pH 6 by a slow additio... Reactants: C(C)(=O)O[C@H]1[C@@H](O[C@@H]([C@@H]([C@@H]1OC(C)=O)OC(C)=O)COC(C)=O)OC1=NNC(=C1CC1=C(C=C(C=C1)\C=C\CC(=O)O)F)C(C)C (3-(2,3,4,6-tetra-O-acetyl-β-D-galactopyranosyloxy)-4-({4-[(1E)-3-carboxyprop-1-enyl]-2-fluorophenyl}methyl)-5-isopropyl-1H-pyrazole), NC(C(=O)N1CCN(CC1)C(=O)OCC1=CC=CC=C1)(C)C (1-(2-amino-2-methylpropionyl)-4-(benzyloxycarbonyl)piperazine), C(C1=CC=CC=C1)N1CCNCC1 (1-benzyl-piperazine). Product: FC1=C(C=CC(=C1)CCCC(NC(C)(C)C(=O)N1CCNCC1)=O)CC=1C(=NNC1C(C)C)O[C@H]1[C@H](O)[C@@H](O)[C@@H](O)[C@H](O1)CO (4-{[2-Fluoro-4-(3-{1-[(piperazin-1-yl)carbonyl]-1-(methyl)-ethylcarbamoyl}propyl)phenyl]methyl}-3-(β-D-galacto-pyranosyloxy)-5-isopropyl-1H-pyrazole). As a reaction SMILES: C([O:4][C@@H:5]1[C@@H:10]([O:11]C(=O)C)[C@@H:9]([O:15]C(=O)C)[C@@H:8]([CH2:19][O:20]C(=O)C)[O:7][C@H:6]1[O:24][C:25]1[C:29]([CH2:30][C:31]2[CH:36]=[CH:35][C:34](/[CH:37]=[CH:38]/[CH2:39][C:40](O)=[O:41])=[CH:33][C:32]=2[F:43])=[C:28]([CH:44]([CH3:46])[CH3:45])[NH:27][N:26]=1)(=O)C.[NH2:47][C:48]([CH3:68])([CH3:67])[C:49]([N:51]1[CH2:56][CH2:55][N:54](C(OCC2C=CC=CC=2)=O)[CH2:53][CH2:52]1)=[O:50].C(N1CCNCC1)C1C=CC=CC=1>>[F:43][C:32]1[CH:33]=[C:34]([CH2:37][CH2:38][CH2:39][C:40](=[O:41])[NH:47][C:48]([C:49]([N:51]2[CH2:52][CH2:53][NH:54][CH2:55][CH2:56]2)=[O:50])([CH3:68])[CH3:67])[CH:35]=[CH:36][C:31]=1[CH2:30][C:29]1[C:25]([O:24][C@@H:6]2[O:7][C@H:8]([CH2:19][OH:20])[C@H:9]([OH:15])[C@H:10]([OH:11])[C@H:5]2[OH:4])=[N:26][NH:27][C:28]=1[CH:44]([CH3:46])[CH3:45]. Procedure details: The title compound was prepared in a similar manner to that described in Example 99 using 3-(2,3,4,6-tetra-O-acetyl-β-D-galactopyranosyloxy)-4-({4-[(1E)-3-carboxyprop-1-enyl]-2-fluorophenyl}methyl)-5-isopropyl-1H-pyrazole and 1-(2-amino-2-methylpropionyl)-4-(benzyloxycarbonyl)piperazine instead of 3-(2,3,4,6-tetra-O-acetyl-β-D-glucopyranosyloxy)-4-[(4-{2-[1-carboxy-1-(methyl)ethylcarbamoyl]ethoxy}-2-methyl-phenyl)methyl]-5-isopropyl-1H-pyrazole and 1-benzyl-piperazine, respectively. The product is NC1=C(C(NC=N1)=O)CC(OCC)OCC (6-amino-5-(2,2-diethoxy-ethyl)-3H-pyrimidin-4-one). The yield is 64.0%. Solvent: C(C)O (ethanol). As a reaction SMILES: [O-]CC.[Na+].Cl.[CH:6]([NH2:8])=[NH:7].C(O[C:12](=[O:24])[CH:13]([C:22]#[N:23])[CH2:14][CH:15]([O:19][CH2:20][CH3:21])[O:16][CH2:17][CH3:18])C>C(O)C>[NH2:23][C:22]1[N:7]=[CH:6][NH:8][C:12](=[O:24])[C:13]=1[CH2:14][CH:15]([O:19][CH2:20][CH3:21])[O:16][CH2:17][CH3:18] |f:0.1,2.3|. Procedure: To a solution of 45.2 mmol of sodium ethoxide (made in situ from sodium and absolute ethanol) in 40 mL of absolute ethanol was added formamidine hydrochloride (1.74 g, 21.5 mmol) and 2-cyano-4,4-diethoxy-butyric acid ethyl ester (2.47 g, 11 mmol, literature reference: Davoll, J., J. Chem. Soc. 131-138 (1960)). The mixture was refluxed for 6 hours, cooled to room temperature and filtered. The solid was washed with hot acetonitrile. The filtrate was neutralized with acetic acid to pH 6.5 and then ... The reactants are [O-]CC.[Na+] (sodium ethoxide), Cl.C(=N)N (formamidine hydrochloride), C(C)OC(C(CC(OCC)OCC)C#N)=O (2-cyano-4,4-diethoxy-butyric acid ethyl ester).